This data is from the Open Reaction Database (ORD), a public repository of structured organic reaction records. The task is: describe an organic reaction: reactants, conditions, products, and yield The reactants are C(C1=CC=CC=C1)NCC(=O)O (N-benzylglycine), N#CO (cyanic acid). Yields the product C(C1=CC=CC=C1)N1C(=O)NC(=O)C1 (1-benzylhydantoin). RXN SMILES: [CH2:1]([NH:8][CH2:9][C:10]([OH:12])=O)[C:2]1[CH:7]=[CH:6][CH:5]=[CH:4][CH:3]=1.[N:13]#[C:14][OH:15]>>[CH2:1]([N:8]1[CH2:9][C:10](=[O:12])[NH:13][C:14]1=[O:15])[C:2]1[CH:3]=[CH:4][CH:5]=[CH:6][CH:7]=1. Reported procedure: The starting material for the abovementioned synthetic route a), viz. N-benzyl-aminoacetonitrile, is prepared by reaction of benzylamine and formaldehyde with the extremely toxic hydrocyanic acid (see also Tetrahedron Letters [23], 27 (1982), 2741-4). The starting material for the synthetic route b), viz. N-benzylglycine, also firstly has to be prepared by reaction of glycine with benzyl chloride or of chloroacetic acid with benzylamine. The reaction of N-benzylaminoacetonitrile or N-benzylglyci... Starting materials: CNCCCSCCCC(F)(F)C(F)(F)F, CN1CCCC1=O, [Cl-], CC12CC(c3ccc(CCI)cc3)C3c4ccc(O)cc4CCC3C1CCC2O, [Na+]. The product is CN(CCCSCCCC(F)(F)C(F)(F)F)CCc1ccc(C2CC3(C)C(O)CCC3C3CCc4cc(O)ccc4C23)cc1. As a reaction SMILES: [CH3:30][NH:31][CH2:32][CH2:33][CH2:34][S:35][CH2:36][CH2:37][CH2:38][C:39]([C:40]([F:41])([F:42])[F:43])([F:44])[F:45].[CH3:48][N:49]1[CH2:50][CH2:51][CH2:52][C:53]1=[O:54].[Cl-:47].[I:1][CH2:2][CH2:3][c:4]1[cH:5][cH:6][c:7]([CH:10]2[CH:11]3[c:12]4[cH:13][cH:14][c:15]([OH:29])[cH:16][c:17]4[CH2:18][CH2:19][CH:20]3[CH:21]3[CH2:22][CH2:23][CH:24]([OH:28])[C:25]3([CH3:26])[CH2:27]2)[cH:8][cH:9]1.[Na+:46]>>[CH2:2]([CH2:3][c:4]1[cH:5][cH:6][c:7]([CH:10]2[CH:11]3[c:12]4[cH:13][cH:14][c:15]([OH:29])[cH:16][c:17]4[CH2:18][CH2:19][CH:20]3[CH:21]3[CH2:22][CH2:23][CH:24]([OH:28])[C:25]3([CH3:26])[CH2:27]2)[cH:8][cH:9]1)[N:31]([CH3:30])[CH2:32][CH2:33][CH2:34][S:35][CH2:36][CH2:37][CH2:38][C:39]([C:40]([F:41])([F:42])[F:43])([F:44])[F:45]. Reactants: NC(C#N)(CCC(F)(F)F)C (rac-2-Amino-5,5,5-trifluoro-2-methylpentanonitrile), C([O-])([O-])=O.[K+].[K+] (potassium carbonate), ClC(=O)OCC1=CC=CC=C1 (benzyl chloroformate). Run in O1CCCC1.O (tetrahydrofuran water). Run at time 8 hour. Product: C(#N)C(C)(CCC(F)(F)F)NC(OCC1=CC=CC=C1)=O (rac-Benzyl (2-cyano-5,5,5-trifluoropentan-2-yl)carbamate). The yield is 70.9%. As a reaction SMILES: [NH2:1][C:2]([CH3:11])([CH2:5][CH2:6][C:7]([F:10])([F:9])[F:8])[C:3]#[N:4].C(=O)([O-])[O-].[K+].[K+].Cl[C:19]([O:21][CH2:22][C:23]1[CH:28]=[CH:27][CH:26]=[CH:25][CH:24]=1)=[O:20]>O1CCCC1.O>[C:3]([C:2]([NH:1][C:19](=[O:20])[O:21][CH2:22][C:23]1[CH:28]=[CH:27][CH:26]=[CH:25][CH:24]=1)([CH2:5][CH2:6][C:7]([F:8])([F:9])[F:10])[CH3:11])#[N:4] |f:1.2.3,5.6|. Reported procedure: 8.7 g (52.36 mmol) of rac-2-amino-5,5,5-trifluoro-2-methylpentanonitrile from Example 60A were initially charged in 128 ml of tetrahydrofuran/water=9/1, and 22.43 g (162.3 mmol) of potassium carbonate were added. At 0° C., 8.93 g (52.36 mmol) of benzyl chloroformate were added dropwise. Then the mixture was allowed to warm up gradually to room temperature and stirred at room temperature overnight. The supernatant solvent was decanted off, the residue was twice stirred with 100 ml each time of te... Starting materials: CC(=O)OC(C)=O, CN(C)c1ccncc1, NC(=O)c1ccc2[nH]c(-c3ccc(OCCC4CCCCN4)cc3)nc2c1, CN(C)C=O. Yields the product CC(=O)N1CCCCC1CCOc1ccc(-c2nc3cc(C(N)=O)ccc3[nH]2)cc1. Reaction SMILES: [CH3:28][C:29](=[O:30])[O:31][C:32](=[O:33])[CH3:34].[CH3:35][N:36]([CH3:37])[c:38]1[cH:39][cH:40][n:41][cH:42][cH:43]1.[NH:1]1[CH:2]([CH2:7][CH2:8][O:9][c:10]2[cH:11][cH:12][c:13](-[c:16]3[n:17][c:18]4[c:19]([nH:20]3)[cH:21][cH:22][c:23]([C:25](=[O:26])[NH2:27])[cH:24]4)[cH:14][cH:15]2)[CH2:3][CH2:4][CH2:5][CH2:6]1.[O:44]=[CH:45][N:46]([CH3:47])[CH3:48]>>[N:1]1([C:29]([CH3:28])=[O:30])[CH:2]([CH2:7][CH2:8][O:9][c:10]2[cH:11][cH:12][c:13](-[c:16]3[n:17][c:18]4[c:19]([nH:20]3)[cH:21][cH:22][c:23]([C:25](=[O:26])[NH2:27])[cH:24]4)[cH:14][cH:15]2)[CH2:3][CH2:4][CH2:5][CH2:6]1. Isolated yield 98.5%. Reagents/catalysts: [Pd] (Pd/C). Starting materials: C(C)N1CC2C3=CC=C(C=C3C(C1)C2)[N+](=O)[O-] (10-ethyl-4-nitro-10-aza-tricyclo[6.3.1.0*2,7*]dodeca-2,4,6-triene), [H][H] (hydrogen). Yields the product C(C)N1CC2C3=CC=C(C=C3C(C1)C2)N (10-ethyl-10-aza-tricyclo[6.3.1.0*2,7*]dodeca-2,4,6-trien-4-ylamine). The solvent is CCO (EtOH). Procedure details: 10-ethyl-4-nitro-10-aza-tricyclo[6.3.1.0*2,7*]dodeca-2,4,6-triene (280 mg, 1.20 mmol) in 10 ml EtOH in a Parr bottle was treated with 50 mg 10% Pd/C and subjected to hydrogen (g) at 40 psi for 2 h. The suspension was filtered and the solvent removed under reduced pressure to yield 10-ethyl-10-aza-tricyclo[6.3.1.0*2,7*]dodeca-2,4,6-trien-4-ylamine (239 mg, 98%). As a reaction SMILES: [CH2:1]([N:3]1[CH2:13][CH:12]2[CH2:14][CH:5]([C:6]3[C:11]2=[CH:10][C:9]([N+:15]([O-])=O)=[CH:8][CH:7]=3)[CH2:4]1)[CH3:2].[H][H]>CCO.[Pd]>[CH2:1]([N:3]1[CH2:13][CH:12]2[CH2:14][CH:5]([C:6]3[C:11]2=[CH:10][C:9]([NH2:15])=[CH:8][CH:7]=3)[CH2:4]1)[CH3:2]. Starting materials: ClC1=NC=C(C=C1)[N+](=O)[O-] (2-chloro-5-nitropyridine), C(=O)(OC(C)(C)C)N1CCNCCC1 (1-BOC-homopiperazine). The product is NC=1C=CC(=NC1)N1CCN(CCC1)C(=O)OC(C)(C)C (tert-butyl 4-(5-aminopyridin-2-yl)homopiperazine-1-carboxylate). RXN SMILES: Cl[C:2]1[CH:7]=[CH:6][C:5]([N+:8]([O-])=O)=[CH:4][N:3]=1.[C:11]([N:18]1[CH2:24][CH2:23][CH2:22][NH:21][CH2:20][CH2:19]1)([O:13][C:14]([CH3:17])([CH3:16])[CH3:15])=[O:12]>>[NH2:8][C:5]1[CH:6]=[CH:7][C:2]([N:21]2[CH2:22][CH2:23][CH2:24][N:18]([C:11]([O:13][C:14]([CH3:17])([CH3:16])[CH3:15])=[O:12])[CH2:19][CH2:20]2)=[N:3][CH:4]=1. Procedure details: Intermediate B-21 was prepared by the general procedure for intermediate B-2, by using 2-chloro-5-nitropyridine and 1-BOC-homopiperazine as starting materials. MS (M+1): 293.